From a dataset of the Open Reaction Database (ORD), a public repository of structured organic reaction records. describe an organic reaction: reactants, conditions, products, and yield Product: CC(C)(C)OC(=O)N1CCN(c2ccccc2C(=O)O)CC1. RXN SMILES: [C:1]([CH3:2])([CH3:3])([CH3:4])[O:5][C:6](=[O:7])[N:8]1[CH2:9][CH2:10][N:11]([c:14]2[c:15]([CH:20]=[O:21])[cH:16][cH:17][cH:18][cH:19]2)[CH2:12][CH2:13]1.[Cl+:22]([O-:23])[O-:24].[Na+:25].[O:26]1[CH2:27][CH2:28][O:29][CH2:30][CH2:31]1.[OH2:32]>>[C:1]([CH3:2])([CH3:3])([CH3:4])[O:5][C:6](=[O:7])[N:8]1[CH2:9][CH2:10][N:11]([c:14]2[c:15]([C:20](=[O:21])[OH:23])[cH:16][cH:17][cH:18][cH:19]2)[CH2:12][CH2:13]1. Starting materials: CC(C)(C)OC(=O)N1CCN(c2ccccc2C=O)CC1, [O-][Cl+][O-], [Na+], C1COCCO1, O. Reactants: CN1CCOCC1 (N-methylmorpholine), C(CCCCC)N(C)C (N-hexyl dimethylamine), [Na] (sodium), C(CCCCCCCCC)N(C)C (N-decyl dimethylamine), [H-].[Na+] (sodium hydride), [OH-].[K+] (potassium hydroxide), [O-]CC.[K+] (potassium ethoxide), C1(=CC=CC=C1)C(C1=CC=CC=C1)(C1=CC=CC=C1)[Na] (triphenylmethyl sodium), CN(C1=CC=CC=C1)C (N,N-dimethylaniline), C(CCC)N(CCCC)CCCC (tri-n-butylamine), [NH2-].[Na+] (sodamide). The product is NC1=NC2=CC=CC=C2C(=C1)O (2-Amino-4-hydroxyquinoline). RXN SMILES: CN1CC[O:5][CH2:4][CH2:3]1.C[N:9]([CH3:16])[C:10]1[CH:15]=[CH:14][CH:13]=[CH:12][CH:11]=1.C([N:21](CCCC)CCCC)CCC.C(N(C)C)CCCCCCCCC.C(N(C)C)CCCCC.[NH2-].[Na+].C1(C([Na])(C2C=CC=CC=2)C2C=CC=CC=2)C=CC=CC=1.[H-].[Na+].[O-]CC.[K+].[Na].[OH-].[K+]>>[NH2:21][C:16]1[CH:3]=[C:4]([OH:5])[C:11]2[C:10](=[CH:15][CH:14]=[CH:13][CH:12]=2)[N:9]=1 |f:5.6,8.9,10.11,13.14,^1:79|. Reported procedure: Repetition of this reaction but replacing triethylamine with N-methylmorpholine, N,N-dimethylaniline, tri-n-butylamine, N-decyl dimethylamine, N-hexyl dimethylamine, sodamide, triphenylmethyl sodium, sodium hydride, potassium ethoxide, metallic sodium, or potassium hydroxide, affords the same product.